This data is from the Open Reaction Database (ORD), a public repository of structured organic reaction records. The task is: describe an organic reaction: reactants, conditions, products, and yield The reactants are BrCC1CC1, CCOC(=O)Cc1cc(Cl)c(OCC2CC2)c(-c2ccc(C(F)(F)F)cc2)c1, [H-], [Na+], CN(C)C=O. Yields the product CCOC(=O)C(CC1CC1)c1cc(Cl)c(OCC2CC2)c(-c2ccc(C(F)(F)F)cc2)c1. As a reaction SMILES: [CH:31]1([CH2:34][Br:35])[CH2:32][CH2:33]1.[Cl:3][c:4]1[cH:5][c:6]([CH2:25][C:26](=[O:27])[O:28][CH2:29][CH3:30])[cH:7][c:8](-[c:15]2[cH:16][cH:17][c:18]([C:21]([F:22])([F:23])[F:24])[cH:19][cH:20]2)[c:9]1[O:10][CH2:11][CH:12]1[CH2:13][CH2:14]1.[H-:2].[Na+:1].[O:36]=[CH:37][N:38]([CH3:39])[CH3:40]>>[Cl:3][c:4]1[cH:5][c:6]([CH:25]([C:26](=[O:27])[O:28][CH2:29][CH3:30])[CH2:34][CH:31]2[CH2:32][CH2:33]2)[cH:7][c:8](-[c:15]2[cH:16][cH:17][c:18]([C:21]([F:22])([F:23])[F:24])[cH:19][cH:20]2)[c:9]1[O:10][CH2:11][CH:12]1[CH2:13][CH2:14]1. Reactants: [BH4-], CCCN(CCC)CCCCC(N)Cc1ccc(CN=Cc2ncc[nH]2)cc1, CO, [Na+]. Product: CCCN(CCC)CCCCC(N)Cc1ccc(CNCc2ncc[nH]2)cc1. Reaction SMILES: [BH4-:29].[CH2:1]([CH2:2][CH3:3])[N:4]([CH2:5][CH2:6][CH2:7][CH2:8][CH:9]([CH2:10][c:11]1[cH:12][cH:13][c:14]([CH2:17][N:18]=[CH:19][c:20]2[nH:21][cH:22][cH:23][n:24]2)[cH:15][cH:16]1)[NH2:25])[CH2:26][CH2:27][CH3:28].[CH3:31][OH:32].[Na+:30]>>[CH2:1]([CH2:2][CH3:3])[N:4]([CH2:5][CH2:6][CH2:7][CH2:8][CH:9]([CH2:10][c:11]1[cH:12][cH:13][c:14]([CH2:17][NH:18][CH2:19][c:20]2[nH:21][cH:22][cH:23][n:24]2)[cH:15][cH:16]1)[NH2:25])[CH2:26][CH2:27][CH3:28]. Reactants: Cc1c(CC2CCc3c(c4ccccc4n3C)C2=O)ncn1S(=O)(=O)N(C)C, CCO, Cl. Yields the product Cc1[nH]cnc1CC1CCc2c(c3ccccc3n2C)C1=O. Reaction SMILES: [CH3:1][N:2]([CH3:3])[S:4](=[O:5])([n:6]1[cH:7][n:8][c:9]([CH2:12][CH:13]2[CH2:14][CH2:15][c:16]3[n:17]([CH3:27])[c:18]4[cH:19][cH:20][cH:21][cH:22][c:23]4[c:24]3[C:25]2=[O:26])[c:10]1[CH3:11])=[O:28].[CH3:30][CH2:31][OH:32].[ClH:29]>>[nH:6]1[cH:7][n:8][c:9]([CH2:12][CH:13]2[CH2:14][CH2:15][c:16]3[n:17]([CH3:27])[c:18]4[cH:19][cH:20][cH:21][cH:22][c:23]4[c:24]3[C:25]2=[O:26])[c:10]1[CH3:11]. Starting materials: ClC=1C=C(C2=C(OCCO2)C1NC(=O)OCC1=CC=CC=C1)C1=NN(C(O1)=O)[C@@H]1CN(CC1)CCCCC(=O)OC (methyl (S)-3-[5-[7-chloro-8-[[(phenylmethoxy)carbonyl]amino]-2,3-dihydro-1,4-benzodioxin-5-yl]2-oxo-2,3-dihydro-1,3,4-oxadiazol-3-yl]pyrrolidine-l-pentanoate). Solvent: Cl (hydrochloric acid). Product: NC1=C(C=C(C2=C1OCCO2)C2=NN(C(O2)=O)[C@@H]2CN(CC2)CCCCC(=O)O)Cl ((S)-3-[5-[8-amino-7-chloro-2,3-dihydro-1,4-benzodioxin-5-yl]2-oxo-2,3-dihydro-1,3,4-oxadiazol-3-yl]pyrrolidine-1-pentanoic acid). As a reaction SMILES: [Cl:1][C:2]1[CH:3]=[C:4]([C:23]2[O:27][C:26](=[O:28])[N:25]([C@H:29]3[CH2:33][CH2:32][N:31]([CH2:34][CH2:35][CH2:36][CH2:37][C:38]([O:40]C)=[O:39])[CH2:30]3)[N:24]=2)[C:5]2[O:10][CH2:9][CH2:8][O:7][C:6]=2[C:11]=1[NH:12]C(OCC1C=CC=CC=1)=O>Cl>[NH2:12][C:11]1[C:6]2[O:7][CH2:8][CH2:9][O:10][C:5]=2[C:4]([C:23]2[O:27][C:26](=[O:28])[N:25]([C@H:29]3[CH2:33][CH2:32][N:31]([CH2:34][CH2:35][CH2:36][CH2:37][C:38]([OH:40])=[O:39])[CH2:30]3)[N:24]=2)=[CH:3][C:2]=1[Cl:1]. Procedure details: 0.50 g (0.85 mmol) of methyl (S)-3-[5-[7-chloro-8-[[(phenylmethoxy)carbonyl]amino]-2,3-dihydro-1,4-benzodioxin-5-yl]2-oxo-2,3-dihydro-1,3,4-oxadiazol-3-yl]pyrrolidine-l-pentanoate dissolved in 5 ml of concentrated aqueous hydrochloric acid is placed in a 25 ml round-bottomed flask and the reaction medium is refluxed for 22 h.